describe an organic reaction: reactants, conditions, products, and yield From a dataset of the Open Reaction Database (ORD), a public repository of structured organic reaction records. Isolated yield 46.5%. As a reaction SMILES: [C:1]([NH:9][C:10]1[CH:22]=[C:21](Br)[CH:20]=[CH:19][C:11]=1[C:12]([O:14][C:15]([CH3:18])([CH3:17])[CH3:16])=[O:13])(=[O:8])[C:2]1[CH:7]=[CH:6][CH:5]=[CH:4][CH:3]=1.[CH2:24](C([Sn])=C(CCCC)CCCC)[CH2:25]CC>C1C=CC([P]([Pd]([P](C2C=CC=CC=2)(C2C=CC=CC=2)C2C=CC=CC=2)([P](C2C=CC=CC=2)(C2C=CC=CC=2)C2C=CC=CC=2)[P](C2C=CC=CC=2)(C2C=CC=CC=2)C2C=CC=CC=2)(C2C=CC=CC=2)C2C=CC=CC=2)=CC=1.C1(C)C=CC=CC=1>[C:1]([NH:9][C:10]1[CH:22]=[C:21]([CH:24]=[CH2:25])[CH:20]=[CH:19][C:11]=1[C:12]([O:14][C:15]([CH3:18])([CH3:17])[CH3:16])=[O:13])(=[O:8])[C:2]1[CH:7]=[CH:6][CH:5]=[CH:4][CH:3]=1 |^1:25,42,44,63,82|. The reactants are C(C1=CC=CC=C1)(=O)NC1=C(C(=O)OC(C)(C)C)C=CC(=C1)Br (tert-butyl 2-(benzamido)-4-bromobenzoate), C(CCC)C(=C(CCCC)CCCC)[Sn] (tributylvinyl tin). Procedure details: 0.54 g of tetrakis(triphenylphosphine)palladium (0) was added to 35 mL of toluene solution containing 3.5 g of tert-butyl 2-(benzamido)-4-bromobenzoate and 5.0 g of tributylvinyl tin, and the resulting mixture was heated to reflux under nitrogen atmosphere for 2 hours. After the reaction mixture was cooled to room temperature, insoluble were removed by filtration, and the solvent was evaporated under reduced pressure. The obtained residue was purified with silica gel column chromatography [eluen... The solvent is C1(=CC=CC=C1)C (toluene). The product is C(C1=CC=CC=C1)(=O)NC1=C(C(=O)OC(C)(C)C)C=CC(=C1)C=C (tert-butyl 2-(benzamido)-4-vinylbenzoate). The reagents and catalysts are C=1C=CC(=CC1)[P](C=2C=CC=CC2)(C=3C=CC=CC3)[Pd]([P](C=4C=CC=CC4)(C=5C=CC=CC5)C=6C=CC=CC6)([P](C=7C=CC=CC7)(C=8C=CC=CC8)C=9C=CC=CC9)[P](C=1C=CC=CC1)(C=1C=CC=CC1)C=1C=CC=CC1 (tetrakis(triphenylphosphine)palladium). Reactants: Cc1nc(OCCCCO[Si](C)(C)C(C)(C)C)c([N+](=O)[O-])c(N2CCC(c3ccc(F)cc3)CC2)n1, CC#N, ClCCl, F. Product: Cc1nc(OCCCCO)c([N+](=O)[O-])c(N2CCC(c3ccc(F)cc3)CC2)n1. As a reaction SMILES: [C:2]([Si:3]([CH3:4])([CH3:5])[O:7][CH2:8][CH2:9][CH2:10][CH2:11][O:12][c:13]1[n:14][c:15]([CH3:35])[n:16][c:17]([N:22]2[CH2:23][CH2:24][CH:25]([c:28]3[cH:29][cH:30][c:31]([F:34])[cH:32][cH:33]3)[CH2:26][CH2:27]2)[c:18]1[N+:19](=[O:20])[O-:21])([CH3:6])([CH3:36])[CH3:37].[CH3:38][C:39]#[N:40].[Cl:41][CH2:42][Cl:43].[FH:1]>>[OH:7][CH2:8][CH2:9][CH2:10][CH2:11][O:12][c:13]1[n:14][c:15]([CH3:35])[n:16][c:17]([N:22]2[CH2:23][CH2:24][CH:25]([c:28]3[cH:29][cH:30][c:31]([F:34])[cH:32][cH:33]3)[CH2:26][CH2:27]2)[c:18]1[N+:19](=[O:20])[O-:21]. Starting materials: CC=1C=C(N)C=CC1C (3,4-dimethylaniline), ClC1=C(C(=CC=C1)Cl)N1C(C2=CC=C(C=C2C1=O)C(=O)O)=O (2-(2,6-dichlorophenyl)-1,3-dioxo-2,3-dihydro-1H-isoindole-5-carboxylic acid), CCN=C=NCCCN(C)C (EDCI), C=1C=CC2=C(C1)N=NN2O (HOBt). Solvent: CN(C)C=O (DMF), O (water). Reaction conditions: time 24 hour. Yields the product CC=1C=C(C=CC1C)NC(=O)C=1C=C2C(N(C(C2=CC1)=O)C1=C(C=CC=C1Cl)Cl)=O (2-(2,6-dichlorophenyl)-1,3-dioxo-2,3-dihydro-1H-isoindole-5-carboxylic acid (3,4-dimethylphenyl)-amide). As a reaction SMILES: [Cl:1][C:2]1[CH:7]=[CH:6][CH:5]=[C:4]([Cl:8])[C:3]=1[N:9]1[C:17](=[O:18])[C:16]2[C:11](=[CH:12][CH:13]=[C:14]([C:19](O)=[O:20])[CH:15]=2)[C:10]1=[O:22].CCN=C=NCCCN(C)C.C1C=CC2N(O)N=NC=2C=1.[CH3:44][C:45]1[CH:46]=[C:47]([CH:49]=[CH:50][C:51]=1[CH3:52])[NH2:48]>CN(C=O)C.O>[CH3:44][C:45]1[CH:46]=[C:47]([NH:48][C:19]([C:14]2[CH:15]=[C:16]3[C:11](=[CH:12][CH:13]=2)[C:10](=[O:22])[N:9]([C:3]2[C:2]([Cl:1])=[CH:7][CH:6]=[CH:5][C:4]=2[Cl:8])[C:17]3=[O:18])=[O:20])[CH:49]=[CH:50][C:51]=1[CH3:52]. Procedure details: To a mixture of 2-(2,6-dichlorophenyl)-1,3-dioxo-2,3-dihydro-1H-isoindole-5-carboxylic acid (403 mg), EDCI (121 mg) and HOBt (135 mg) in DMF (8 mL) was added 3,4-dimethylaniline (53 mg) and the mixture was stirred at room temperature for 24 h. The mixture was poured into water and was extracted with EtOAc. The organic phase was washed with water (3×) and dried over sodium sulfate. The solvent was removed under reduced pressure and the residue crystallized from EtOAc to give 2-(2,6-dichlorophenyl... Reactants: O=C([O-])[O-], C#CCN, Cc1cccc(OC2CN(C(=O)Cl)C2)c1, [K+], [K+], C1CCOC1, O. Yields the product C#CCNC(=O)N1CC(Oc2cccc(C)c2)C1. As a reaction SMILES: [C:16](=[O:17])([O-:18])[O-:19].[CH2:22]([C:23]#[CH:24])[NH2:25].[CH3:1][c:2]1[cH:3][c:4]([O:5][CH:6]2[CH2:7][N:8]([C:10](=[O:11])[Cl:12])[CH2:9]2)[cH:13][cH:14][cH:15]1.[K+:20].[K+:21].[O:26]1[CH2:27][CH2:28][CH2:29][CH2:30]1.[OH2:31]>>[CH3:1][c:2]1[cH:3][c:4]([O:5][CH:6]2[CH2:7][N:8]([C:10](=[O:11])[NH:25][CH2:22][C:23]#[CH:24])[CH2:9]2)[cH:13][cH:14][cH:15]1. Starting materials: C1(=CC=C(C=C1)S(=O)(=O)O)C (p-toluenesulfonic acid), C1(=CC=CC=C1)C (toluene), FC1=CC=C(C=C1)C=1C(=CC=C(C1)C(C(C)C)(C=1N=CNC1)O)O (4′-fluoro-5-[1-hydroxy-1-(1H-imidazol-4-yl)-2-methylpropyl][1,1′-biphenyl]-2-ol), C(C)(=O)OC(C)=O (acetic anhydride), C(C)(=O)OC(C)=O (Acetic anhydride). The solvent is CO (methanol), C(C)(=O)OCC (ethyl acetate), N1=CC=CC=C1 (pyridine). Reaction conditions: time 4 hour. The product is C(C)(=O)OC1=C(C=C(C=C1)C(C(C)C)(C=1N=CNC1)O)C1=CC=C(C=C1)F (4′-fluoro-5-[1-hydroxy-1-(1H-imidazol-4-yl)-2-methylpropyl][1,1′-biphenyl]-2-yl acetate). As a reaction SMILES: [F:1][C:2]1[CH:7]=[CH:6][C:5]([C:8]2[C:9]([OH:24])=[CH:10][CH:11]=[C:12]([C:14]([OH:23])([C:18]3[N:19]=[CH:20][NH:21][CH:22]=3)[CH:15]([CH3:17])[CH3:16])[CH:13]=2)=[CH:4][CH:3]=1.[C:25](OC(=O)C)(=[O:27])[CH3:26].C1(C)C=CC=CC=1.C1(C)C=CC(S(O)(=O)=O)=CC=1>N1C=CC=CC=1.C(OCC)(=O)C.CO>[C:25]([O:24][C:9]1[CH:10]=[CH:11][C:12]([C:14]([OH:23])([C:18]2[N:19]=[CH:20][NH:21][CH:22]=2)[CH:15]([CH3:17])[CH3:16])=[CH:13][C:8]=1[C:5]1[CH:6]=[CH:7][C:2]([F:1])=[CH:3][CH:4]=1)(=[O:27])[CH3:26]. Procedure details: To a solution of 4′-fluoro-5-[1-hydroxy-1-(1H-imidazol-4-yl)-2-methylpropyl][1,1′-biphenyl]-2-ol (390 mg) in pyridine (4 ml) was added dropwise acetic anhydride (0.135 ml) at room temperature, and the mixture was stirred for 4 h. Acetic anhydride (22.5 μl) was further added and the mixture was stirred for 15 h. The reaction mixture was subjected to azeotropic reaction with toluene for concentration, diluted with ethyl acetate, washed with water and saturated brine and dried over anhydrous magnes... Reactants: NC1=C2N=C(N(C2=NC(=N1)OCC)CC1=CC=CC=C1)Br (6-amino-9-benzyl-8-bromo-2-ethoxypurine), [OH-].[Na+] (sodium hydroxide), CO (methanol). Product: NC1=C2N=C(N(C2=NC(=N1)OCC)CC1=CC=CC=C1)OC (6-Amino-9-benzyl-2-ethoxy-8-methoxypurine). The yield is 73.0%. Reaction SMILES: [NH2:1][C:2]1[N:10]=[C:9]([O:11][CH2:12][CH3:13])[N:8]=[C:7]2[C:3]=1[N:4]=[C:5](Br)[N:6]2[CH2:14][C:15]1[CH:20]=[CH:19][CH:18]=[CH:17][CH:16]=1.[OH-:22].[Na+].[CH3:24]O>>[NH2:1][C:2]1[N:10]=[C:9]([O:11][CH2:12][CH3:13])[N:8]=[C:7]2[C:3]=1[N:4]=[C:5]([O:22][CH3:24])[N:6]2[CH2:14][C:15]1[CH:20]=[CH:19][CH:18]=[CH:17][CH:16]=1 |f:1.2|. Procedure details: To 6-amino-9-benzyl-8-bromo-2-ethoxypurine (35 mg, 0.101 mmol) in 5 ml of methanol was added 10N aqueous sodium hydroxide (50 ml) and the solution was refluxed under heating for 2 hours. The reaction mixture was concentrated in vacuo to dryness and to the residue was added water. The mixture was extracted with chloroform and the organic layer was dried on sodium sulfate. After removal of the solvent the residue was purified with silica gel chromatography (1% methanol/chloroform) to give the subj...